The task is: describe an organic reaction: reactants, conditions, products, and yield. This data is from the Open Reaction Database (ORD), a public repository of structured organic reaction records. Starting materials: Cc1cc(CO)n(C)n1, O=[N+]([O-])c1ccc(F)cc1, [H-], [Na+], C1CCOC1, O. Yields the product Cc1cc(COc2ccc([N+](=O)[O-])cc2)n(C)n1. Reaction SMILES: [CH3:1][n:2]1[n:3][c:4]([CH3:9])[cH:5][c:6]1[CH2:7][OH:8].[F:12][c:13]1[cH:14][cH:15][c:16]([N+:19](=[O:20])[O-:21])[cH:17][cH:18]1.[H-:10].[Na+:11].[O:23]1[CH2:24][CH2:25][CH2:26][CH2:27]1.[OH2:22]>>[CH3:1][n:2]1[n:3][c:4]([CH3:9])[cH:5][c:6]1[CH2:7][O:8][c:13]1[cH:14][cH:15][c:16]([N+:19](=[O:20])[O-:21])[cH:17][cH:18]1.